This data is from the Open Reaction Database (ORD), a public repository of structured organic reaction records. The task is: describe an organic reaction: reactants, conditions, products, and yield The reactants are CCCCCC (hexane), N[C@@]1(CCC2=CC=C(C=C12)[N+](=O)[O-])C(CO)(F)F (2-((R)-1-amino-6-nitro-indan-1-yl)-2,2-difluoro-ethanol), C(C)(=O)[O-].[Na+] (sodium acetate), N#CBr (cyanogen bromide). The solvent is C(C)(=O)OCC (ethyl acetate), C(C)O (ethanol). Run at temperature 40 celsius, time 16 hour. Product: FC(CO)(F)[C@]1(CCC2=CC=C(C=C12)[N+](=O)[O-])NC#N ((R)-1-(1,1-difluoro-2-hydroxy-ethyl)-6-nitro-indan-1-yl-cyanamide). Yield: 45.6%. As a reaction SMILES: [NH2:1][C@@:2]1([C:14]([F:18])([F:17])[CH2:15][OH:16])[C:10]2[C:5](=[CH:6][CH:7]=[C:8]([N+:11]([O-:13])=[O:12])[CH:9]=2)[CH2:4][CH2:3]1.C([O-])(=O)C.[Na+].[N:24]#[C:25]Br.CCCCCC>C(O)C.C(OCC)(=O)C>[F:18][C:14]([C@:2]1([NH:1][C:25]#[N:24])[C:10]2[C:5](=[CH:6][CH:7]=[C:8]([N+:11]([O-:13])=[O:12])[CH:9]=2)[CH2:4][CH2:3]1)([F:17])[CH2:15][OH:16] |f:1.2|. Reported procedure: A mixture of 2-((R)-1-amino-6-nitro-indan-1-yl)-2,2-difluoro-ethanol (intermediate A5.6), (1.6 g, 6.2 mmol) and sodium acetate (1.54 g, 18.6 mmol) in ethanol (30 ml) was warmed to 40° C. The mixture was then treated with cyanogen bromide (724 mg, 6.82 mmol) and allowed to stir at 40° C. for 16 hours. Removal of the solvent at reduced pressure followed by purification of the resultant crude material by column chromatography on silica gel using a 3:2-mixture of hexane and ethyl acetate as the elue... Product: N1=CC=C(C=C1)NC(CCC12CCC(N2C(CC1)=O)=O)=O (tetrahydro-3,5-dioxo-1H-pyrrolizine-7a(5H)-propanoic acid N-4-pyridinyl amide). Reactants: O=C1CCC2(CCC(N12)=O)CCC(=O)O (tetrahydro-3,5-dioxo-1H-pyrrolizine-7a(5H)-propanoic acid), C1(CCCCC1)N=C=NC1CCCCC1 (dicyclohexylcarbodiimide), NC1=CC=NC=C1 (4-aminopyridine). Procedure details: A suspension of 21.1 g of tetrahydro-3,5-dioxo-1H-pyrrolizine-7a(5H)-propanoic acid, 21.7 g of dicyclohexylcarbodiimide, and 100 mg of 4-dimethylaminopyridine (catalyst) in 100 ml of methylene chloride are treated with 9.4 g of 4-aminopyridine. The mixture is stirred for 16 hours and the by-product, N,N1 -dicyclohexylurea, is removed by filtration. The product is purified by chromatography over silica gel using 40% 2-propanol-methylene chloride for elution. After recrystallization from water, th... Reaction conditions: time 16 hour. Reaction SMILES: [O:1]=[C:2]1[N:9]2[C:5]([CH2:11][CH2:12][C:13]([OH:15])=O)([CH2:6][CH2:7][C:8]2=[O:10])[CH2:4][CH2:3]1.C1(N=C=NC2CCCCC2)CCCCC1.[NH2:31][C:32]1[CH:37]=[CH:36][N:35]=[CH:34][CH:33]=1>CN(C)C1C=CN=CC=1.C(Cl)Cl>[N:35]1[CH:36]=[CH:37][C:32]([NH:31][C:13](=[O:15])[CH2:12][CH2:11][C:5]23[CH2:6][CH2:7][C:8](=[O:10])[N:9]2[C:2](=[O:1])[CH2:3][CH2:4]3)=[CH:33][CH:34]=1. Reagents/catalysts: CN(C1=CC=NC=C1)C (4-dimethylaminopyridine). Solvent: C(Cl)Cl (methylene chloride).